Dataset: the Open Reaction Database (ORD), a public repository of structured organic reaction records. Task: describe an organic reaction: reactants, conditions, products, and yield The reactants are C1(=CC=CC=C1)C(SCCC(=O)ON1C(CCC1=O)=O)(C1=CC=CC=C1)C1=CC=CC=C1 (Succinimido 3-(triphenylmethylthio)propanoate), NCCOCCOCCOCCO (2-{2-[2-(2-aminoethoxy)ethoxy]ethoxy}ethanol), [OH-].[NH4+] (ammonium hydroxide). Run in ClCCl (dichloromethane). Run at time 2 day. Yields the product OCCOCCOCCOCCNC(CCSC(C1=CC=CC=C1)(C1=CC=CC=C1)C1=CC=CC=C1)=O (N-(2-{2-[2-(2-hydroxyethoxy)ethoxy]ethoxy}ethyl)-3-(tritylthio)propanamide). Yield: 82.7%. RXN SMILES: [C:1]1([C:7]([C:27]2[CH:32]=[CH:31][CH:30]=[CH:29][CH:28]=2)([C:21]2[CH:26]=[CH:25][CH:24]=[CH:23][CH:22]=2)[S:8][CH2:9][CH2:10][C:11](ON2C(=O)CCC2=O)=[O:12])[CH:6]=[CH:5][CH:4]=[CH:3][CH:2]=1.[NH2:33][CH2:34][CH2:35][O:36][CH2:37][CH2:38][O:39][CH2:40][CH2:41][O:42][CH2:43][CH2:44][OH:45].[OH-].[NH4+]>ClCCl>[OH:45][CH2:44][CH2:43][O:42][CH2:41][CH2:40][O:39][CH2:38][CH2:37][O:36][CH2:35][CH2:34][NH:33][C:11](=[O:12])[CH2:10][CH2:9][S:8][C:7]([C:21]1[CH:26]=[CH:25][CH:24]=[CH:23][CH:22]=1)([C:1]1[CH:2]=[CH:3][CH:4]=[CH:5][CH:6]=1)[C:27]1[CH:32]=[CH:31][CH:30]=[CH:29][CH:28]=1 |f:2.3|. Procedure details: Succinimido 3-(triphenylmethylthio)propanoate (4.06 mg, 9.12 mmol) was added to a 0° C. solution of 2-{2-[2-(2-aminoethoxy)ethoxy]ethoxy}ethanol (C. Bertozzi and M. Bednarski, J. Org. Chem. 1991, 56, 4326-4329) (9.12 mmol) in dichloromethane (20 mL). The solution was stirred at room temperature for 2 days and concentrated ammonium hydroxide (1 mL) was added. After 20 minutes, the mixture was filtered and the filtrate was subjected to an extractive workup. The organic layer were dried over sodium... Starting materials: O=C([O-])[O-], CN(C)C=O, C1NCC2CC12, O=[N+]([O-])c1ccc(Cl)nc1, [K+], [K+], O. Product: O=[N+]([O-])c1ccc(N2CC3CC3C2)nc1. Reaction SMILES: [C:17](=[O:18])([O-:19])[O-:20].[CH3:24][N:25]([CH3:26])[CH:27]=[O:28].[CH:11]12[CH2:12][NH:13][CH2:14][CH:15]1[CH2:16]2.[Cl:1][c:2]1[n:3][cH:4][c:5]([N+:8](=[O:9])[O-:10])[cH:6][cH:7]1.[K+:21].[K+:22].[OH2:23]>>[c:2]1([N:13]2[CH2:12][CH:11]3[CH:15]([CH2:14]2)[CH2:16]3)[n:3][cH:4][c:5]([N+:8](=[O:9])[O-:10])[cH:6][cH:7]1.